From a dataset of the Open Reaction Database (ORD), a public repository of structured organic reaction records. describe an organic reaction: reactants, conditions, products, and yield The reactants are BrCCc1ccccc1, CCCC[N+](CCCC)(CCCC)CCCC, CC(C)C(CO)Nc1ccc(C(F)(F)F)cc1, [Na+], [OH-], O=S(=O)([O-])O. The product is CC(C)C(COCCc1ccccc1)Nc1ccc(C(F)(F)F)cc1. RXN SMILES: [CH2:18]([CH2:19][c:20]1[cH:21][cH:22][cH:23][cH:24][cH:25]1)[Br:26].[CH2:34]([N+:35]([CH2:36][CH2:37][CH2:38][CH3:39])([CH2:40][CH2:41][CH2:42][CH3:43])[CH2:44][CH2:45][CH2:46][CH3:47])[CH2:48][CH2:49][CH3:50].[CH3:1][CH:2]([CH:3]([CH2:4][OH:5])[NH:6][c:7]1[cH:8][cH:9][c:10]([C:13]([F:14])([F:15])[F:16])[cH:11][cH:12]1)[CH3:17].[Na+:28].[OH-:27].[S:29]([O-:30])([OH:31])(=[O:32])=[O:33]>>[CH3:1][CH:2]([CH:3]([CH2:4][O:5][CH2:18][CH2:19][c:20]1[cH:21][cH:22][cH:23][cH:24][cH:25]1)[NH:6][c:7]1[cH:8][cH:9][c:10]([C:13]([F:14])([F:15])[F:16])[cH:11][cH:12]1)[CH3:17]. Reactants: ClC1=C(C(=CC=C1)Cl)NC1=C(C=NO)C=CC=C1 (2-[(2,6-dichlorophenyl)amino]benzaldehyde oxime), C(#N)[BH3-].[Na+] (sodium cyanoborohydride), [OH-].[Na+] (NaOH). Solvent: C(C)(=O)OCC (ethyl acetate), C(C)(=O)O (acetic acid). Yields the product ClC1=C(C(=CC=C1)Cl)NC1=C(C=CC=C1)CNO (2[(2,6-Dichlorophenyl)amino]-N-hydroxybenzenemethanamine). Isolated yield 90.9%. As a reaction SMILES: [Cl:1][C:2]1[CH:7]=[CH:6][CH:5]=[C:4]([Cl:8])[C:3]=1[NH:9][C:10]1[CH:18]=[CH:17][CH:16]=[CH:15][C:11]=1[CH:12]=[N:13][OH:14].C([BH3-])#N.[Na+].[OH-].[Na+]>C(O)(=O)C.C(OCC)(=O)C>[Cl:1][C:2]1[CH:7]=[CH:6][CH:5]=[C:4]([Cl:8])[C:3]=1[NH:9][C:10]1[CH:18]=[CH:17][CH:16]=[CH:15][C:11]=1[CH2:12][NH:13][OH:14] |f:1.2,3.4|. Reported procedure: To a solution of 2-[(2,6-dichlorophenyl)amino]benzaldehyde oxime (4.0 g, 13.6 mmol) in glacial acetic acid (20 ml) is added sodium cyanoborohydride (2.05 g, 33 mmol) in small portions over a period of two hours. The reaction mixture is diluted with ethyl acetate (200 ml) and neutralized with 1N NaOH. The organic layer is collected and the solvent is evaporated. 2[(2,6-Dichlorophenyl)amino]-N-hydroxybenzenemethanamine (3.5 g, 91%) is isolated as an oil by flash chromatography (silica, 3:1 chlorof... Reactants: OC1=CC=C(C=C1)CC(=O)OC (methyl 4-hydroxyphenylacetate), BrCC(C)=O (bromoacetone), C([O-])([O-])=O.[K+].[K+] (potassium carbonate). Solvent: CN(C=O)C (dimethylformamide). Run at time 1 day. Product: O=C(COC1=CC=C(C=C1)CC(=O)OC)C (Methyl 4(2-oxopropoxy)phenylacetate). As a reaction SMILES: [OH:1][C:2]1[CH:7]=[CH:6][C:5]([CH2:8][C:9]([O:11][CH3:12])=[O:10])=[CH:4][CH:3]=1.Br[CH2:14][C:15](=[O:17])[CH3:16].C(=O)([O-])[O-].[K+].[K+]>CN(C)C=O>[O:17]=[C:15]([CH3:16])[CH2:14][O:1][C:2]1[CH:3]=[CH:4][C:5]([CH2:8][C:9]([O:11][CH3:12])=[O:10])=[CH:6][CH:7]=1 |f:2.3.4|. Procedure details: A mixture comprising 74.6 g of methyl 4-hydroxyphenylacetate, 92.2 g of bromoacetone, 125 g of potassium carbonate and 750 ml of dimethylformamide was stirred at room temperature for 1 day. At the end of this time, the reaction mixture was concentrated by evaporation under reduced pressure. The resulting concentrate was mixed with water and then extracted with ethyl acetate. The extract was washed with an aqueous solution of sodium chloride and dried over anhydrous sodium sulfate; the solvent wa... Reactants: C(C)(C)(C)C1C2C(CCC1)O2 (4-t-butyl-2-epoxycyclohexane), C(C(=C)C)(=O)OC1(CCC(CC1)C(C)(C)C)O (4-t-butylhydroxycyclohexyl methacrylate), ClC=1C=C(C(=O)OO)C=CC1 (m-chloroperoxybenzoic acid), C(C)(C)(C)C1CCCCC1 (4-t-butylcyclohexane). Solvent: C(C)OC(C)=O (ethylacetate). Run at time 2 hour. Yields the product C(C)(C)(C)C1C2C(=CCC1)O2 (4-t-butyl-2-epoxycyclohexene). Reaction SMILES: [C:1]([CH:5]1[CH2:10][CH2:9][CH2:8][CH:7]2[O:11][CH:6]12)([CH3:4])([CH3:3])[CH3:2].C(OC1(O)CCC(C(C)(C)C)CC1)(=O)C(C)=C.C(C1CCCCC1)(C)(C)C.ClC1C=C(C=CC=1)C(OO)=O>C(OC(=O)C)C>[C:1]([CH:5]1[CH2:10][CH2:9][CH:8]=[C:7]2[O:11][CH:6]12)([CH3:4])([CH3:2])[CH3:3]. Procedure: 4-t-butyl-2-epoxycyclohexane, an intermediate in the synthesis of 4-t-butylhydroxycyclohexyl methacrylate, is prepared by reacting a 4-t-butylcyclohexane with m-chloroperoxybenzoic acid in ethylacetate below 5° C. until mixing is complete, and then at room temperature for two hours. The reaction mixture is washed with aqueous NA2CO3, dried over MgSO4, and filtered. The theoretical reaction is: ##STR20##